This data is from the Open Reaction Database (ORD), a public repository of structured organic reaction records. The task is: describe an organic reaction: reactants, conditions, products, and yield Reactants: ClC1=NC=CC(=N1)C1=C(N=C(S1)C(C)(C)C)C=1C(=C(C=CC1F)NS(=O)(=O)C1=C(C=CC(=C1)F)F)F (N-{3-[5-(2-chloro-4-pyrimidinyl)-2-(1,1-dimethylethyl)-1,3-thiazol-4-yl]-2,4-difluorophenyl}-2,5-difluorobenzenesulfonamide), C(=O)[O-].[NH4+] (ammonium formate). Product: CC(C)(C)C=1SC(=C(N1)C=1C(=C(C=CC1F)NS(=O)(=O)C1=C(C=CC(=C1)F)F)F)C1=NC=NC=C1 (N-{3-[2-(1,1-dimethylethyl)-5-(4-pyrimidinyl)-1,3-thiazol-4-yl]-2,4-difluorophenyl}-2,5-difluorobenzenesulfonamide), solid. Yield: 29.0%. Reaction SMILES: Cl[C:2]1[N:7]=[C:6]([C:8]2[S:12][C:11]([C:13]([CH3:16])([CH3:15])[CH3:14])=[N:10][C:9]=2[C:17]2[C:18]([F:36])=[C:19]([NH:24][S:25]([C:28]3[CH:33]=[C:32]([F:34])[CH:31]=[CH:30][C:29]=3[F:35])(=[O:27])=[O:26])[CH:20]=[CH:21][C:22]=2[F:23])[CH:5]=[CH:4][N:3]=1.C([O-])=O.[NH4+]>>[CH3:16][C:13]([C:11]1[S:12][C:8]([C:6]2[CH:5]=[CH:4][N:3]=[CH:2][N:7]=2)=[C:9]([C:17]2[C:18]([F:36])=[C:19]([NH:24][S:25]([C:28]3[CH:33]=[C:32]([F:34])[CH:31]=[CH:30][C:29]=3[F:35])(=[O:27])=[O:26])[CH:20]=[CH:21][C:22]=2[F:23])[N:10]=1)([CH3:14])[CH3:15] |f:1.2|. Procedure details: Following a procedure analogous to the procedure described in Example 26 using N-{3-[5-(2-chloro-4-pyrimidinyl)-2-(1,1-dimethylethyl)-1,3-thiazol-4-yl]-2,4-difluorophenyl}-2,5-difluorobenzenesulfonamide (75 mg, 0.135 mmol) and ammonium formate (85 mg, 1.347 mmol), the title compound was obtained as a yellow solid (21 mg, 29% yield). MS (ESI): 523 [M+H]+. Starting materials: [Al+3], [Cl-], [Cl-], [Cl-], O=C(Cl)C(=O)Cl, O=C(O)COc1cccc2ccccc12, c1ccccc1. The product is O=C1COc2c1ccc1ccccc21. As a reaction SMILES: [Al+3:23].[Cl-:22].[Cl-:24].[Cl-:25].[Cl:16][C:17]([C:18]([Cl:19])=[O:20])=[O:21].[c:1]1([O:11][CH2:12][C:13](=[O:14])[OH:15])[cH:2][cH:3][cH:4][c:5]2[cH:6][cH:7][cH:8][cH:9][c:10]12.[cH:26]1[cH:27][cH:28][cH:29][cH:30][cH:31]1>>[c:1]12[c:2]([cH:3][cH:4][c:5]3[cH:6][cH:7][cH:8][cH:9][c:10]13)[C:13](=[O:15])[CH2:12][O:11]2. Product: N1C(=NC=C1)CCCNC(C)(C1=CC=CC=C1)C (3-(imidazol-2-yl)-N-(1-methyl-1-phenylethyl)propylamine). The solvent is C1CCOC1 (THF). Reactants: C(C1=CC=CC=C1)N1C(=NC=C1)CCCNC(C)(C)C1=CC=C(C=C1)Cl (3-(1-benzylimidazol-2-yl)-N-[1-(4-chlorophenyl)-1-methylethyl]propylamine), N (ammonia). Conditions: temperature -35 celsius. RXN SMILES: C([N:8]1[CH:12]=[CH:11][N:10]=[C:9]1[CH2:13][CH2:14][CH2:15][NH:16][C:17]([C:20]1[CH:25]=[CH:24][C:23](Cl)=[CH:22][CH:21]=1)([CH3:19])[CH3:18])C1C=CC=CC=1.N>C1COCC1>[NH:8]1[CH:12]=[CH:11][N:10]=[C:9]1[CH2:13][CH2:14][CH2:15][NH:16][C:17]([CH3:19])([C:20]1[CH:25]=[CH:24][CH:23]=[CH:22][CH:21]=1)[CH3:18]. Procedure details: A solution of the final product from Example 86 (200 mg) in dry THF (5 ml) was added to liquid ammonia (15 ml) (purified by treating the liquid ammonia with sodium and distilling the ammonia into another flask). The mixture was cooled in a dry ice acetone bath at −35° C., in a flask fitted with an acetone dry ice condenser, and small pieces of sodium were added until the blue colour persisted. After 15 minutes ammonium chloride (0.1 g) was added and the ammonia allowed to evaporate. Ethanol (10 ... Reactants: CC(C)(C)N, CC#N, O=C(OCc1ccccc1)c1sc(Cl)nc1C(F)(F)F. Reaction SMILES: [CH3:1][C:2]([CH3:3])([CH3:4])[NH2:5].[CH3:26][C:27]#[N:28].[Cl:6][c:7]1[s:8][c:9]([C:16](=[O:17])[O:18][CH2:19][c:20]2[cH:21][cH:22][cH:23][cH:24][cH:25]2)[c:10]([C:12]([F:13])([F:14])[F:15])[n:11]1>>[CH3:1][C:2]([CH3:3])([CH3:4])[NH:5][c:7]1[s:8][c:9]([C:16](=[O:17])[O:18][CH2:19][c:20]2[cH:21][cH:22][cH:23][cH:24][cH:25]2)[c:10]([C:12]([F:13])([F:14])[F:15])[n:11]1. The product is CC(C)(C)Nc1nc(C(F)(F)F)c(C(=O)OCc2ccccc2)s1. RXN SMILES: [NH2:1][C:2]1[C:3]([I:26])=[C:4]([C:18]([NH:20][CH2:21][CH:22]([OH:25])[CH2:23][OH:24])=[O:19])[C:5]([I:17])=[C:6]([C:15]=1[I:16])[C:7]([NH:9][CH2:10][CH:11]([OH:14])[CH2:12][OH:13])=[O:8].C(O[C:31](=[O:33])[CH3:32])(=O)C.C([O:37][CH2:38][CH3:39])(=O)C.Cl>N1C=CC=CC=1>[NH2:1][C:2]1[C:15]([I:16])=[C:6]([C:7]([NH:9][CH2:10][CH:11]([O:14][C:31](=[O:33])[CH3:32])[CH2:12][O:13][C:38](=[O:37])[CH3:39])=[O:8])[C:5]([I:17])=[C:4]([C:3]=1[I:26])[C:18]([NH:20][CH2:21][CH:22]([O:25][C:12](=[O:13])[CH3:11])[CH2:23][O:24][C:7](=[O:8])[CH3:6])=[O:19]. Solvent: N1=CC=CC=C1 (pyridine). Reactants: C(C)(=O)OCC (ethyl acetate), Cl (HCl), NC=1C(=C(C(=C(C(=O)NCC(CO)O)C1I)I)C(=O)NCC(CO)O)I (5-Amino-2,4,6-triiodo-N,N'-bis(2,3-dihydroxypropyl)-isophthalamide), A-1548594, C(C)(=O)OC(C)=O (acetic anhydride). Product: NC=1C(=C(C(=C(C(=O)NCC(COC(C)=O)OC(C)=O)C1I)I)C(=O)NCC(COC(C)=O)OC(C)=O)I (5-Amino-2,4,6-triiodo-N,N'-bis(2,3-diacetoxypropyl)-isophthalamide). Procedure: 5-Amino-2,4,6-triiodo-N,N'-bis(2,3-dihydroxypropyl)-isophthalamide (14.08 g, 0.02 mol), which had been prepared according to GB-A-1548594 was suspended in pyridine (200 ml) and acetic anhydride (57.1 g, 0.56 mol) was added dropwise with stirring and cooling. After stirring overnight, the mixture was poured into ethyl acetate (300 ml) and 20% aqueous HCl (200 ml). After extraction, the organic phase was washed with 2 M aqueous HCl (20 ml), brine (70 ml), dried (Na2SO4) and evaporated. Yield 17.4 ... Reactants: [Cl-].C(C1=CC=C(C(=O)[O-])C=C1)(=O)OC.C(C)(C)N(C(C)C)CC (monomethyl terephthalate chloride N,N-diisopropylethylamine), [Cl-].C(C1=CC=C(C(=O)[O-])C=C1)(=O)OC (monomethyl terephthalate chloride), NC=1C=C(C=CC1)C1=NC(=NC2=CC(=C(C=C12)OC)OC)CN ([4-(3-aminophenyl)-6,7-dimethoxyquinazolin-2-yl]methylamine). Run in O1CCCC1 (tetrahydrofuran). Run at temperature 0 celsius. The product is CC1=C(C(=O)O)C=CC(=C1)C(=O)NC1=CC(=CC=C1)C1=NC(=NC2=CC(=C(C=C12)OC)OC)NC (methyl N-[3-(6,7-dimethoxy-2-methylaminoquinazolin-4-yl)phenyl]terephthalamic acid). As a reaction SMILES: [NH2:1][C:2]1[CH:3]=[C:4]([C:8]2[C:17]3[C:12](=[CH:13][C:14]([O:20][CH3:21])=[C:15]([O:18][CH3:19])[CH:16]=3)[N:11]=[C:10](CN)[N:9]=2)[CH:5]=[CH:6][CH:7]=1.[Cl-].[C:25]([O:36]C)(=O)[C:26]1[CH:34]=[CH:33][C:29]([C:30]([O-:32])=[O:31])=[CH:28][CH:27]=1.[CH:38]([N:41](CC)C(C)C)(C)C.[Cl-].[C:48](OC)(=O)C1C=CC(C([O-])=O)=CC=1>O1CCCC1>[CH3:48][C:28]1[CH:27]=[C:26]([C:25]([NH:1][C:2]2[CH:7]=[CH:6][CH:5]=[C:4]([C:8]3[C:17]4[C:12](=[CH:13][C:14]([O:20][CH3:21])=[C:15]([O:18][CH3:19])[CH:16]=4)[N:11]=[C:10]([NH:41][CH3:38])[N:9]=3)[CH:3]=2)=[O:36])[CH:34]=[CH:33][C:29]=1[C:30]([OH:32])=[O:31] |f:1.2.3,4.5|. Procedure details: A suspension of 2.000 kg (6.39 mol) of [4-(3-aminophenyl)-6,7-dimethoxyquinazolin-2-yl]methylamine in 71.14 kg of tetrahydrofuran was stirred in a nitrogen atmosphere while being cooled at 0° C. To the suspension was added dropwise 16.70 kg of “monomethyl terephthalate chloride/N,N-diisopropylethylamine” solution (monomethyl terephthalate chloride content: 1.40 kg, 7.03 mol) over 1 hour and 26 minutes, and the container was washed with 1.40 L of 1,2-dimethoxyethane. The mixture was stirred at 0°... Starting materials: N1CCOCC1 (morpholine), ice water, C(C)(C)(C)OC(=O)N1N=C(C2=CC(=CC=C12)C1C(=C(NC(=C1C#N)C)C)C#N)NCCO (5-(3,5-dicyano-2,6-dimethyl-1,4-dihydro-pyridin-4-yl)-3-(2-hydroxy-ethylamino)-indazole-1-carboxylic acid tert-butyl ester), CN1CCOCC1 (4-methylmorpholine), S(=O)(=O)(C)Cl (mesyl chloride). Solvent: C(C)N(CC)CC (triethylamine), C1CCOC1 (THF). Reaction conditions: temperature 35 celsius, time 8 hour. The product is CC=1NC(=C(C(C1C#N)C=1C=C2C(=NNC2=CC1)NCCN1CCOCC1)C#N)C (1,4-dihydro-2,6-dimethyl-4-[3-[[2-(4-morpholinyl)ethyl]amino]-1H-indazol-5-yl]-3,5-pyridinedicarbonitrile). Reaction SMILES: C(OC([N:8]1[C:16]2[C:11](=[CH:12][C:13]([CH:17]3[C:22]([C:23]#[N:24])=[C:21]([CH3:25])[NH:20][C:19]([CH3:26])=[C:18]3[C:27]#[N:28])=[CH:14][CH:15]=2)[C:10]([NH:29][CH2:30][CH2:31]O)=[N:9]1)=O)(C)(C)C.C[N:34]1[CH2:39][CH2:38][O:37][CH2:36][CH2:35]1.S(Cl)(C)(=O)=O.N1CCOCC1>C1COCC1.C(N(CC)CC)C>[CH3:25][C:21]1[NH:20][C:19]([CH3:26])=[C:18]([C:27]#[N:28])[CH:17]([C:13]2[CH:12]=[C:11]3[C:16](=[CH:15][CH:14]=2)[NH:8][N:9]=[C:10]3[NH:29][CH2:30][CH2:31][N:34]2[CH2:39][CH2:38][O:37][CH2:36][CH2:35]2)[C:22]=1[C:23]#[N:24]. Procedure details: To a stirred and chilled (ice/water bath) solution of crude 5-(3,5-dicyano-2,6-dimethyl-1,4-dihydro-pyridin-4-yl)-3-(2-hydroxy-ethylamino)-indazole-1-carboxylic acid tert-butyl ester (1 g) in THF (157 mL), under argon, was added sequentially 4-methylmorpholine (5.2 mL) and mesyl chloride (MsCl, CH3SO2Cl, 0.89 mL) dropwise. The mixture was allowed to warm to room temperature overnight before morpholine (41 mL) was added. Stirring was continued overnight before heating to 35° C. On cooling, trieth... The reactants are O=C(Cl)OCc1ccccc1, CCOC(C)=O, O=C1CNCCN1, [Na+], O=C([O-])O, O. Yields the product O=C1CN(C(=O)OCc2ccccc2)CCN1. Reaction SMILES: [CH2:13]([c:14]1[cH:15][cH:16][cH:17][cH:18][cH:19]1)[O:20][C:21](=[O:22])[Cl:23].[CH3:25][CH2:26][O:27][C:28]([CH3:29])=[O:30].[NH:1]1[C:2](=[O:7])[CH2:3][NH:4][CH2:5][CH2:6]1.[Na+:12].[O-:8][C:9]([OH:10])=[O:11].[OH2:24]>>[NH:1]1[C:2](=[O:7])[CH2:3][N:4]([C:21]([O:20][CH2:13][c:14]2[cH:15][cH:16][cH:17][cH:18][cH:19]2)=[O:22])[CH2:5][CH2:6]1. Starting materials: FC([C@](C(=O)O)(C1=CC=CC=C1)OC)(F)F ((R)-(+)-3,3,3-trifluoro-2-methoxy-2-phenylpropanoic acid), FC1=C(C(=C(C(=C1O)F)F)F)F (pentafluorophenol), C1CCC(CC1)N=C=NC2CCCCC2 (DCC). Solvent: CC#N (MeCN). Reaction conditions: temperature 0 celsius, time 1 hour. The product is FC([C@](C(=O)OC1=C(C(=C(C(=C1F)F)F)F)F)(C1=CC=CC=C1)OC)(F)F ((R)-perfluorophenyl 3,3,3-trifluoro-2-methoxy-2-phenylpropanoate). Isolated yield 97.4%. As a reaction SMILES: [F:1][C:2]([F:16])([F:15])[C@@:3]([O:13][CH3:14])([C:7]1[CH:12]=[CH:11][CH:10]=[CH:9][CH:8]=1)[C:4]([OH:6])=[O:5].[F:17][C:18]1[C:23](O)=[C:22]([F:25])[C:21]([F:26])=[C:20]([F:27])[C:19]=1[F:28].C1CCC(N=C=NC2CCCCC2)CC1>CC#N>[F:1][C:2]([F:15])([F:16])[C@@:3]([O:13][CH3:14])([C:7]1[CH:12]=[CH:11][CH:10]=[CH:9][CH:8]=1)[C:4]([O:6][C:23]1[C:22]([F:25])=[C:21]([F:26])[C:20]([F:27])=[C:19]([F:28])[C:18]=1[F:17])=[O:5]. Procedure details: (R)-(+)-3,3,3-trifluoro-2-methoxy-2-phenylpropanoic acid (Mosher Acid) (936 mg, 3.9 mmol) and pentafluorophenol (1.10 g, 6.0 mmol) were stirred in anhydrous MeCN (6 mL) and cooled to 0° C. DCC (803 mg, 3.9 mmol) was added at one portion and the reaction mixture was stirred at 0° C. for 1 h and then allowed to warm to rt and stirred for additions 16 h. The suspension was filtered and washed with cold MeCN. The filtrated were evaporated and dried on high vacuum. The crude product was purified by c...